Dataset: the Open Reaction Database (ORD), a public repository of structured organic reaction records. Task: describe an organic reaction: reactants, conditions, products, and yield Reactants: NC1(c2cccc(Br)c2)CC1, C1CCOC1, CCN(C(C)C)C(C)C, CC(C)(C)OC(=O)c1ccc(Nc2nc(Cl)nc(OCC(F)(F)F)n2)cc1. Product: CC(C)(C)OC(=O)c1ccc(Nc2nc(NC3(c4cccc(Br)c4)CC3)nc(OCC(F)(F)F)n2)cc1. Reaction SMILES: [Br:28][c:29]1[cH:30][c:31]([C:35]2([NH2:38])[CH2:36][CH2:37]2)[cH:32][cH:33][cH:34]1.[CH2:48]1[O:49][CH2:50][CH2:51][CH2:52]1.[CH:39]([N:40]([CH2:41][CH3:42])[CH:43]([CH3:44])[CH3:45])([CH3:46])[CH3:47].[Cl:1][c:2]1[n:3][c:4]([NH:14][c:15]2[cH:16][cH:17][c:18]([C:19](=[O:20])[O:21][C:22]([CH3:23])([CH3:24])[CH3:25])[cH:26][cH:27]2)[n:5][c:6]([O:8][CH2:9][C:10]([F:11])([F:12])[F:13])[n:7]1>>[c:2]1([NH:38][C:35]2([c:31]3[cH:30][c:29]([Br:28])[cH:34][cH:33][cH:32]3)[CH2:36][CH2:37]2)[n:3][c:4]([NH:14][c:15]2[cH:16][cH:17][c:18]([C:19](=[O:20])[O:21][C:22]([CH3:23])([CH3:24])[CH3:25])[cH:26][cH:27]2)[n:5][c:6]([O:8][CH2:9][C:10]([F:11])([F:12])[F:13])[n:7]1. Starting materials: CCO, O=C[O-], COC(=O)c1ccc(C(F)(F)F)c([N+](=O)[O-])c1N, [NH4+]. The product is COC(=O)c1ccc(C(F)(F)F)c(N)c1N. Reaction SMILES: [CH3:23][CH2:24][OH:25].[CH:19]([O-:20])=[O:21].[NH2:1][c:2]1[c:3]([C:4](=[O:5])[O:6][CH3:7])[cH:8][cH:9][c:10]([C:15]([F:16])([F:17])[F:18])[c:11]1[N+:12]([O-:13])=[O:14].[NH4+:22]>>[NH2:1][c:2]1[c:3]([C:4](=[O:5])[O:6][CH3:7])[cH:8][cH:9][c:10]([C:15]([F:16])([F:17])[F:18])[c:11]1[NH2:12]. Starting materials: BrCc1ccccc1, [H-], [Na+], CN(C)C=O, O, O=S(=O)(c1ccc2ccccc2c1)N1CC(CO)C(CSC(c2ccccc2)(c2ccccc2)c2ccccc2)C1. Product: O=S(=O)(c1ccc2ccccc2c1)N1CC(COCc2ccccc2)C(CSC(c2ccccc2)(c2ccccc2)c2ccccc2)C1. Reaction SMILES: [Br:44][CH2:45][c:46]1[cH:47][cH:48][cH:49][cH:50][cH:51]1.[H-:43].[Na+:42].[O:53]=[CH:54][N:55]([CH3:56])[CH3:57].[OH2:52].[cH:1]1[c:2]([S:11](=[O:12])(=[O:13])[N:14]2[CH2:15][CH:16]([CH2:40][OH:41])[CH:17]([CH2:19][S:20][C:21]([c:22]3[cH:23][cH:24][cH:25][cH:26][cH:27]3)([c:28]3[cH:29][cH:30][cH:31][cH:32][cH:33]3)[c:34]3[cH:35][cH:36][cH:37][cH:38][cH:39]3)[CH2:18]2)[cH:3][cH:4][c:5]2[cH:6][cH:7][cH:8][cH:9][c:10]12>>[cH:1]1[c:2]([S:11](=[O:12])(=[O:13])[N:14]2[CH2:15][CH:16]([CH2:40][O:41][CH2:45][c:46]3[cH:47][cH:48][cH:49][cH:50][cH:51]3)[CH:17]([CH2:19][S:20][C:21]([c:22]3[cH:23][cH:24][cH:25][cH:26][cH:27]3)([c:28]3[cH:29][cH:30][cH:31][cH:32][cH:33]3)[c:34]3[cH:35][cH:36][cH:37][cH:38][cH:39]3)[CH2:18]2)[cH:3][cH:4][c:5]2[cH:6][cH:7][cH:8][cH:9][c:10]12.